Dataset: the Open Reaction Database (ORD), a public repository of structured organic reaction records. Task: describe an organic reaction: reactants, conditions, products, and yield Starting materials: CC#N, CCN(C(C)C)C(C)C, O=C(Cl)c1cccc2sc(Cl)nc12, Cc1cccc(-c2sc(C)nc2C(=O)N2C(CN)CC3CC32)c1. Product: Cc1cccc(-c2sc(C)nc2C(=O)N2C(CNC(=O)c3cccc4sc(Cl)nc34)CC3CC32)c1. As a reaction SMILES: [CH3:46][C:47]#[N:48].[CH:1]([N:2]([CH2:3][CH3:4])[CH:5]([CH3:6])[CH3:7])([CH3:8])[CH3:9].[Cl:10][c:11]1[s:12][c:13]2[c:14]([n:15]1)[c:16]([C:20](=[O:21])[Cl:22])[cH:17][cH:18][cH:19]2.[NH2:23][CH2:24][CH:25]1[N:26]([C:31](=[O:32])[c:33]2[n:34][c:35]([CH3:45])[s:36][c:37]2-[c:38]2[cH:39][c:40]([CH3:44])[cH:41][cH:42][cH:43]2)[CH:27]2[CH2:28][CH:29]2[CH2:30]1>>[Cl:10][c:11]1[s:12][c:13]2[c:14]([n:15]1)[c:16]([C:20](=[O:21])[NH:23][CH2:24][CH:25]1[N:26]([C:31](=[O:32])[c:33]3[n:34][c:35]([CH3:45])[s:36][c:37]3-[c:38]3[cH:39][c:40]([CH3:44])[cH:41][cH:42][cH:43]3)[CH:27]3[CH2:28][CH:29]3[CH2:30]1)[cH:17][cH:18][cH:19]2. Starting materials: ClC=1C=C(C=CC1)N1N=C(C(C=C1)=O)C(\C=C\N(C)C)=O (1-(3-Chloro-phenyl)-3-((E)-3-dimethylamino-acryloyl)-1H-pyridazin-4-one), C1(=CC=CC2=CC=CC=C12)NN (naphthalen-1-yl-hydrazine). RXN SMILES: [Cl:1][C:2]1[CH:3]=[C:4]([N:8]2[CH:13]=[CH:12][C:11](=[O:14])[C:10]([C:15](=O)/[CH:16]=[CH:17]/[N:18](C)C)=[N:9]2)[CH:5]=[CH:6][CH:7]=1.[C:22]1([NH:32]N)[C:31]2[C:26](=[CH:27][CH:28]=[CH:29][CH:30]=2)[CH:25]=[CH:24][CH:23]=1>>[Cl:1][C:2]1[CH:3]=[C:4]([N:8]2[CH:13]=[CH:12][C:11](=[O:14])[C:10]([C:15]3[N:32]([C:22]4[C:31]5[C:26](=[CH:27][CH:28]=[CH:29][CH:30]=5)[CH:25]=[CH:24][CH:23]=4)[N:18]=[CH:17][CH:16]=3)=[N:9]2)[CH:5]=[CH:6][CH:7]=1. Product: ClC=1C=C(C=CC1)N1N=C(C(C=C1)=O)C=1N(N=CC1)C1=CC=CC2=CC=CC=C12 (1-(3-Chloro-phenyl)-3-(2-naphthalen-1-yl-2H-pyrazol-3-yl)-1H-pyridazin-4-one). Reported procedure: The product was obtained starting from 1-(3-Chloro-phenyl)-3-((E)-3-dimethylamino-acryloyl)-1H-pyridazin-4-one (A-23) and naphthalen-1-yl-hydrazine according to the method described for example 1. MS: M=399.1 (M+H)+ Starting materials: C(C)OC(C(=O)C1=CNC2=CC=C(C=C12)F)=O (5-fluoro-3-indoleglyoxylic acid ethyl ester), [H-].[H-].[H-].[H-].[Li+].[Al+3] (LiAlH4), ester. Solvent: C1CCOC1 (THF). Reaction conditions: temperature 0 celsius. The product is FC=1C=C2C(=CNC2=CC1)CCO (5-Floro-3-(2-hydroxyethyl)indole). The yield is 97.9%. RXN SMILES: [H-].[H-].[H-].[H-].[Li+].[Al+3].C([O:9][C:10](=O)[C:11]([C:13]1[C:21]2[C:16](=[CH:17][CH:18]=[C:19]([F:22])[CH:20]=2)[NH:15][CH:14]=1)=O)C>C1COCC1>[F:22][C:19]1[CH:20]=[C:21]2[C:16](=[CH:17][CH:18]=1)[NH:15][CH:14]=[C:13]2[CH2:11][CH2:10][OH:9] |f:0.1.2.3.4.5|. Procedure: To a suspension of LiAlH4 (8.60 g, 0.23 mol) in 400 mL of dry THF was added 5-fluoro-3-indoleglyoxylic acid ethyl ester (13.50 g, 0.057 mol) portionwise at room temperature. Preparation of this ester intermediate is given hereinbelow. The mixture was heated to reflux under Ar for 1 h and was then cooled at 0° C. and quenched according to the method of Fieser (Fieser and Fieser, "Reagents for Organic Synthesis", Vol. 1, pg. 584). The resulting slurry was filtered and the filter cake was washed wi... Reactants: O=C([O-])[O-], COC, Cc1nc(-c2cncc(I)n2)sc1C(=O)NCc1ccc(F)cc1, OB(O)C=Cc1ccc(F)cc1, [Na+], [Na+], O. The product is Cc1nc(-c2cncc(C=Cc3ccc(F)cc3)n2)sc1C(=O)NCc1ccc(F)cc1. Reaction SMILES: [C:25](=[O:26])([O-:27])[O-:28].[CH3:44][O:45][CH3:46].[F:1][c:2]1[cH:3][cH:4][c:5]([CH2:6][NH:7][C:8](=[O:9])[c:10]2[c:11]([CH3:22])[n:12][c:13](-[c:15]3[n:16][c:17]([I:21])[cH:18][n:19][cH:20]3)[s:14]2)[cH:23][cH:24]1.[F:31][c:32]1[cH:33][cH:34][c:35]([CH:38]=[CH:39][B:40]([OH:41])[OH:42])[cH:36][cH:37]1.[Na+:29].[Na+:30].[OH2:43]>>[F:1][c:2]1[cH:3][cH:4][c:5]([CH2:6][NH:7][C:8](=[O:9])[c:10]2[c:11]([CH3:22])[n:12][c:13](-[c:15]3[n:16][c:17]([CH:39]=[CH:38][c:35]4[cH:34][cH:33][c:32]([F:31])[cH:37][cH:36]4)[cH:18][n:19][cH:20]3)[s:14]2)[cH:23][cH:24]1. Starting materials: Cc1cc(C#N)ncc1[N+](=O)[O-], CCOC(C)=O, [Cl-], [NH4+], O, [Zn]. The product is Cc1cc(C#N)ncc1N. Reaction SMILES: [C:1](#[N:2])[c:3]1[n:4][cH:5][c:6]([N+:10]([O-:11])=[O:12])[c:7]([CH3:9])[cH:8]1.[CH3:15][CH2:16][O:17][C:18](=[O:19])[CH3:20].[Cl-:13].[NH4+:14].[OH2:21].[Zn:22]>>[C:1](#[N:2])[c:3]1[n:4][cH:5][c:6]([NH2:10])[c:7]([CH3:9])[cH:8]1. Yields the product ClC=1C=CC2=C(C(=NCC(=N2)N(N)C)C2=CC=CC=C2)C1 (7-Chloro-2-(1-methylhydrazino)-5-phenyl-3H-1,4-benzodiazepine). Reactants: ClC=1C=CC2=C(C(=NCC(N2)=S)C2=CC=CC=C2)C1 (7-chloro-1,3-dihydro-5-phenyl-2H-1,4-benzodiazepine-2-thione), CNN (methylhydrazine). RXN SMILES: [Cl:1][C:2]1[CH:3]=[CH:4][C:5]2[NH:11][C:10](=S)[CH2:9][N:8]=[C:7]([C:13]3[CH:18]=[CH:17][CH:16]=[CH:15][CH:14]=3)[C:6]=2[CH:19]=1.[CH3:20][NH:21][NH2:22]>CO>[Cl:1][C:2]1[CH:3]=[CH:4][C:5]2[N:11]=[C:10]([N:21]([CH3:20])[NH2:22])[CH2:9][N:8]=[C:7]([C:13]3[CH:18]=[CH:17][CH:16]=[CH:15][CH:14]=3)[C:6]=2[CH:19]=1. The solvent is CO (methanol). Procedure details: A suspension of 8.6 g. (0.03 mole) of 7-chloro-1,3-dihydro-5-phenyl-2H-1,4-benzodiazepine-2-thione (I) (prepared as in U.S. Pat. No. 3,422,091) in 600 ml. of methanol; is treated with 5.53 g. (0.12 mole) of methylhydrazine (II) and stirred at room temperature for about 2.5 hours. A vigorous stream of nitrogen is bubbled through the mixture during this period to remove liberated hydrogen sulfide. The mixture is concentrated under vacuum to a small volume, diluted with ice water and extracted with... Reactants: crude product, O.ON1N=NC2=C1C=CC=C2 (1-hydroxybenzotriazole monohydrate), Cl.C(C)N=C=NCCCN(C)C (1-ethyl-3-(3-dimethylaminopropyl)carbodiimide hydrochloride), N1N=C(C2=CC=CC=C12)/C=C/C1=CC=C(C(=O)O)C=C1 ((E)-4-[2-(1H-indazol-3-yl)vinyl]benzoic acid), NCCCN1CCOCC1 (N-(3-aminopropyl)morpholine), CN1CCOCC1 (N-methylmorpholine). Product: Cl.Cl.O1CCN(CC1)CCCNC(C1=CC=C(C=C1)\C=C\C1=NNC2=CC=CC=C12)=O ((E)-N-(3-morpholinopropyl)-4-[2-(1H-indazol-3-yl)vinyl]benzamide dihydrochloride). Reaction SMILES: [NH:1]1[C:9]2[C:4](=[CH:5][CH:6]=[CH:7][CH:8]=2)[C:3](/[CH:10]=[CH:11]/[C:12]2[CH:20]=[CH:19][C:15]([C:16]([OH:18])=O)=[CH:14][CH:13]=2)=[N:2]1.[NH2:21][CH2:22][CH2:23][CH2:24][N:25]1[CH2:30][CH2:29][O:28][CH2:27][CH2:26]1.O.ON1C2C=CC=CC=2N=N1.[ClH:42].C(N=C=NCCCN(C)C)C.CN1CCOCC1>>[ClH:42].[ClH:42].[O:28]1[CH2:29][CH2:30][N:25]([CH2:24][CH2:23][CH2:22][NH:21][C:16](=[O:18])[C:15]2[CH:14]=[CH:13][C:12](/[CH:11]=[CH:10]/[C:3]3[C:4]4[C:9](=[CH:8][CH:7]=[CH:6][CH:5]=4)[NH:1][N:2]=3)=[CH:20][CH:19]=2)[CH2:26][CH2:27]1 |f:2.3,4.5,7.8.9|. Procedure: The crude product obtained using (E)-4-[2-(1H-indazol-3-yl)vinyl]benzoic acid (500 mg, 1.89 mmol) obtained in Step 6 of Example 1, N-(3-aminopropyl)morpholine (0.365 mL, 2.50 mmol), 1-hydroxybenzotriazole monohydrate (333 mg, 2.46 mmol), 1-ethyl-3-(3-dimethylaminopropyl)carbodiimide hydrochloride (510 mg, 2.67 mmol) and N-methylmorpholine (0.75 mL, 6.82 mmol) in a similar manner to Example 5, was purified by silica gel column chromatography (hexane/ethyl acetate) to obtain a free base of Compoun... Reactants: [N-]=[N+]=[N-].[Na+] (Sodium azide), N(=O)[O-].[Na+] (NaNO2), FC1=C(N)C=CC(=C1)I (2-Fluoro-4-iodoaniline). Solvent: O (water), C(=O)(C(F)(F)F)O (TFA), C(=O)(C(F)(F)F)O (TFA). The product is N(=[N+]=[N-])C1=C(C=C(C=C1)I)F (1-azido-2-fluoro-4-iodobenzene). Isolated yield 99.0%. RXN SMILES: [F:1][C:2]1[CH:8]=[C:7]([I:9])[CH:6]=[CH:5][C:3]=1[NH2:4].N([O-])=O.[Na+].[N-:14]=[N+:15]=[N-].[Na+]>C(O)(C(F)(F)F)=O.O>[N:4]([C:3]1[CH:5]=[CH:6][C:7]([I:9])=[CH:8][C:2]=1[F:1])=[N+:14]=[N-:15] |f:1.2,3.4|. Reported procedure: 2-Fluoro-4-iodoaniline (1.1, 6.50 g, 27.4 mmol) was dissolved in 25 mL TFA and stirred in ice bath. Solid NaNO2 (2.07 g, 30.1 mmol) was added in small portions. The resulting mixture was stirred for 30 min in ice bath. Sodium azide (1.87 g, 28.8 mmol) was dissolved in 10 mL water and chilled in ice bath. This cold solution was then added to the TFA solution in three portions. The mixture was stirred in ice bath for 1 hr and concentrated in vacuo to remove TFA. The residue was taken into 600 mL D... Reactants: NC1=CC=C(C(C(=O)O)=C1)O (5-aminosalicyclic acid), CO (methanol), B(F)(F)F.CCOCC (borontrifluoride etherate), C (charcoal). Solvent: C(Cl)Cl (methylene chloride), O (water). Yields the product COC(C1=C(C=CC(=C1)N)O)=O (5-Amino-2-hydroxybenzoic acid methyl ester). As a reaction SMILES: [NH2:1][C:2]1[CH:10]=[C:6]([C:7]([OH:9])=[O:8])[C:5]([OH:11])=[CH:4][CH:3]=1.CO.B(F)(F)F.[CH3:18]COCC.C>C(Cl)Cl.O>[CH3:18][O:8][C:7](=[O:9])[C:6]1[CH:10]=[C:2]([NH2:1])[CH:3]=[CH:4][C:5]=1[OH:11] |f:2.3|. Procedure: To a stirred solution of 76.6 g (0.5 mole) of 5-aminosalicyclic acid in 252.0 g (8 mole) of methanol was added 150.0 g (1.06 mole) of borontrifluoride etherate (Aldrich) and the mixture was heated at reflux overnight. The reaction mixture was treated with 150 mL of water and filtered. The filtrate pH was adjusted to 8.4 with sodium bicarbonate, and the resulting solid was collected by filtration and air dried to give 43.0 g (51%) of crude title compound as a solid. A sample was dissolved in meth...